Dataset: the Open Reaction Database (ORD), a public repository of structured organic reaction records. Task: describe an organic reaction: reactants, conditions, products, and yield Reactants: COC(CC(C(C)C)=O)=O (4-methyl-3-oxovaleric acid methyl ester), C(C)O (ethanol), CNC (dimethylamine). The product is CN(C(CC(C(C)C)=O)=O)C (N,N,4-Trimethyl-3-oxopentanamide). Reaction SMILES: C[O:2][C:3](=O)[CH2:4][C:5](=[O:9])[CH:6]([CH3:8])[CH3:7].C(O)C.[CH3:14][NH:15][CH3:16]>>[CH3:14][N:15]([CH3:16])[C:3](=[O:2])[CH2:4][C:5](=[O:9])[CH:6]([CH3:8])[CH3:7]. Reported procedure: 0.69 mol (100 g) of 4-methyl-3-oxovaleric acid methyl ester and 309 ml 33% dimethylamine in ethanol (about 1.73 mol dimethylamine) were stirred in a pressure reactor for 2 hours at 110° C. After cooling, the solvents were distilled on a rotary evaporator. After drying, 93 g of the title compound were obtained. Yields the product BrC=1C=C2C[C@@H](CC2=CC1)N ((R)-5-Bromo-indan-2-ylamine). The reactants are Br.BrC=1C=C2CC(CC2=CC1)N (5-bromo-indan-2-ylamine hydrobromide), CN1CCOCC1 (4-methylmorpholin), (1S)-(+)-campher-10-sulfonic acid. Procedure details: 25 g of 5-bromo-indan-2-ylamine hydrobromide (85.32 mmol) and 9.85 ml of 4-methylmorpholin (89.59 mmol) were dissolved in 53 ml of methanol. The mixture was heated to 60° C. and a solution of 25.77 g of (1S)-(+)-campher-10-sulfonic acid (110.92 mmol) in 42 ml of methanol added within 25 minutes. The reaction mixture was stirred for 10 minutes at 60° C. and then allowed to cool down to room temperature over a 2 h time period, with stirring continuing for another 2 h. The precipitate was filtered,... Yield: 73.5%. Reaction conditions: temperature 60 celsius, time 10 minute. RXN SMILES: Br.[Br:2][C:3]1[CH:4]=[C:5]2[C:9](=[CH:10][CH:11]=1)[CH2:8][CH:7]([NH2:12])[CH2:6]2.CN1CCOCC1>CO>[Br:2][C:3]1[CH:4]=[C:5]2[C:9](=[CH:10][CH:11]=1)[CH2:8][C@@H:7]([NH2:12])[CH2:6]2 |f:0.1|. Run in CO (methanol), CO (methanol).